Dataset: the Open Reaction Database (ORD), a public repository of structured organic reaction records. Task: describe an organic reaction: reactants, conditions, products, and yield Starting materials: O=C(O)CBr, CCO, Cl, [K+], [OH-], O, S=c1[nH]c2cc(Cl)c(-c3ccc(-c4ccccc4)cc3)cc2[nH]1. Product: O=C(O)CSc1nc2cc(-c3ccc(-c4ccccc4)cc3)c(Cl)cc2[nH]1. Reaction SMILES: [Br:1][CH2:2][C:3](=[O:4])[OH:5].[CH3:32][CH2:33][OH:34].[ClH:31].[K+:30].[OH-:29].[OH2:35].[c:6]1(-[c:23]2[cH:24][cH:25][cH:26][cH:27][cH:28]2)[cH:7][cH:8][c:9](-[c:12]2[cH:13][c:14]3[c:15]([nH:16][c:17](=[S:19])[nH:18]3)[cH:20][c:21]2[Cl:22])[cH:10][cH:11]1>>[CH2:2]([C:3](=[O:4])[OH:5])[S:19][c:17]1[nH:16][c:15]2[c:14]([cH:13][c:12](-[c:9]3[cH:8][cH:7][c:6](-[c:23]4[cH:24][cH:25][cH:26][cH:27][cH:28]4)[cH:11][cH:10]3)[c:21]([Cl:22])[cH:20]2)[n:18]1. The reactants are ClC=1N=CC=2N(C(C3(CN(C2N1)C1CCCC1)CC3)=O)C (2′-chloro-9′-cyclopentyl-5′-methyl-8′,9′-dihydrospiro[cyclopropane-1,7′-pyrimido[5,4-b][1,4]diazepin]-6′(5′H)-one), ClC=1N=CC=2N(C(C3(CN(C2N1)C1CCCC1)CC3)=O)C (2′-chloro-9′-cyclopentyl-5′-methyl-8′,9′-dihydrospiro[cyclopropane-1,7′-pyrimido[5,4-b][1,4]diazepin]-6′(5′H)-one), NC1=CC(=C(C(=O)NC2CCN(CC2)C)C=C1Cl)F (4-amino-5-chloro-2-fluoro-N-(1-methyl-4-piperidyl)benzamide), NC1=CC(=C(C(=O)NC2CCN(CC2)C)C=C1Cl)F (4-amino-5-chloro-2-fluoro-N-(1-methyl-4-piperidyl)benzamide), CC1(C2=C(C(=CC=C2)P(C3=CC=CC=C3)C4=CC=CC=C4)OC5=C(C=CC=C51)P(C6=CC=CC=C6)C7=CC=CC=C7)C (XANTPHOS), C([O-])([O-])=O.[Cs+].[Cs+] (Caesium carbonate). The reagents and catalysts are [Pd+2].C(C1=CC=CC=C1)=CC(=O)C=CC1=CC=CC=C1.C(C1=CC=CC=C1)=CC(=O)C=CC1=CC=CC=C1.C(C1=CC=CC=C1)=CC(=O)C=CC1=CC=CC=C1 (tris(dibenzylideneacetone) palladium (II)). Run in O1CCOCC1 (1,4-dioxane). Conditions: temperature 100 celsius. The product is ClC=1C(=CC(=C(C(=O)NC2CCN(CC2)C)C1)F)NC=1N=CC=2N(C(C3(CN(C2N1)C1CCCC1)CC3)=O)C (5-chloro-4-(9′-cyclopentyl-5′-methyl-6′-oxo-5′,6′,8′,9′-tetrahydrospiro[cyclopropane-1,7′-pyrimido[5,4-b][1,4]diazepine]-2′-ylamino)-2-fluoro-N-(1-methyl-4-piperidyl)benzamide). The yield is 59.9%. As a reaction SMILES: Cl[C:2]1[N:3]=[CH:4][C:5]2[N:6]([CH3:21])[C:7](=[O:20])[C:8]3([CH2:19][CH2:18]3)[CH2:9][N:10]([CH:13]3[CH2:17][CH2:16][CH2:15][CH2:14]3)[C:11]=2[N:12]=1.[NH2:22][C:23]1[C:38]([Cl:39])=[CH:37][C:26]([C:27]([NH:29][CH:30]2[CH2:35][CH2:34][N:33]([CH3:36])[CH2:32][CH2:31]2)=[O:28])=[C:25]([F:40])[CH:24]=1.CC1(C)C2C(=C(P(C3C=CC=CC=3)C3C=CC=CC=3)C=CC=2)OC2C(P(C3C=CC=CC=3)C3C=CC=CC=3)=CC=CC1=2.C(=O)([O-])[O-].[Cs+].[Cs+]>O1CCOCC1.[Pd+2].C(=CC(C=CC1C=CC=CC=1)=O)C1C=CC=CC=1.C(=CC(C=CC1C=CC=CC=1)=O)C1C=CC=CC=1.C(=CC(C=CC1C=CC=CC=1)=O)C1C=CC=CC=1>[Cl:39][C:38]1[C:23]([NH:22][C:2]2[N:3]=[CH:4][C:5]3[N:6]([CH3:21])[C:7](=[O:20])[C:8]4([CH2:19][CH2:18]4)[CH2:9][N:10]([CH:13]4[CH2:14][CH2:15][CH2:16][CH2:17]4)[C:11]=3[N:12]=2)=[CH:24][C:25]([F:40])=[C:26]([CH:37]=1)[C:27]([NH:29][CH:30]1[CH2:31][CH2:32][N:33]([CH3:36])[CH2:34][CH2:35]1)=[O:28] |f:3.4.5,7.8.9.10|. Procedure details: 2′-chloro-9′-cyclopentyl-5′-methyl-8′,9′-dihydrospiro[cyclopropane-1,7′-pyrimido[5,4-b][1,4]diazepin]-6′(5′H)-one (Intermediate 130; 85 mg, 0.30 mmol), 4-amino-5-chloro-2-fluoro-N-(1-methyl-4-piperidyl)benzamide (Intermediate 173; 101 mg, 0.33 mmol) and XANTPHOS (16 mg, 0.03 mmol) were dissolved in 1,4-dioxane (7.5 mL). Caesium carbonate (210 mg, 0.59 mmol) was added and the system purged with a stream of nitrogen for 15 minutes before tris(dibenzylideneacetone) palladium (II) (17 mg, 0.02 mmol)... Reaction SMILES: [OH:1][CH:2]1[C:10]2[C:5](=[CH:6][CH:7]=[CH:8][CH:9]=2)[C:4](=[O:11])[N:3]1[CH2:12][C:13]1SC=[CH:16][CH:17]=1.[O:18]=[C:19]1[C:27]2C(=CC=CC=2)[CH:21]([S:28][CH2:29][C:30]([NH:32]C2N=CC=CN=2)=O)[N:20]1CC1SC=CC=1>>[CH2:12]([N:3]1[C:4](=[O:11])[C:5]2[C:10](=[CH:9][CH:8]=[CH:7][CH:6]=2)[CH:2]1[O:1][CH2:27][C:19]([NH:20][C:21]1[S:28][CH:29]=[CH:30][N:32]=1)=[O:18])[CH2:13][CH2:17][CH3:16]. Yields the product C(CCC)N1C(C2=CC=CC=C2C1=O)OCC(=O)NC=1SC=CN1 (2-(2-Butyl-3-oxo-2,3-dihydro-1H-isoindol-1-yloxy)-N-thiazol-2-yl-acetamide). Procedure details: Compound 53 was prepared using the synthetic sequence in a manner analogous to the method described for the conversion of compound 12 to compound 16 and illustrated in Scheme 1b. 1H NMR (400 MHz, CDCl3): δ 11.56 (s, 1H), 7.76 (d, J=7 Hz, 1H), 7.60 (d, J=7 Hz, 1H), 7.44 (t, J=7 Hz, 1H), 7.36 (t, J=7 Hz, 1H), 7.07 (d, J=3 Hz, 1H), 6.93 (d, J=3 Hz, 1H), 5.63 (s, 1H), 3.93 (m, 1H), 3.37 (m, 1H), 2.97 (s, 2H), 1.60 (m, 2H), 1.36 (m, 2H), 0.93 (t, J=7 Hz, 3H). MS: m/z (MH+) 362. Reactants: OC1N(C(C2=CC=CC=C12)=O)CC=1SC=CC1 (3-Hydroxy-2-thiophen-2-ylmethyl-2,3-dihydro-isoindol-1-one), O=C1N(C(C2=CC=CC=C12)SCC(=O)NC1=NC=CC=N1)CC=1SC=CC1 (2-(3-Oxo-2-thiophen-2-ylmethyl-2,3-dihydro-1H-isoindol-1-ylsulfanyl)-N-pyrimidin-2-yl-acetamide).